Dataset: the Open Reaction Database (ORD), a public repository of structured organic reaction records. Task: describe an organic reaction: reactants, conditions, products, and yield Reactants: FC=1C=C(CNC(CC2N(CCCC2)CCC=2C(NC=CC2)=O)=O)C=CC1 (N1-(3-Fluorobenzyl)-2-[1-[2-(2-oxo-1,2-dihydro-3-pyridinyl)ethyl]-2-piperidyl]acetamide), C1(CC1)CCl (cyclopropylmethyl chloride), C([O-])([O-])=O.[K+].[K+] (potassium carbonate), CN(C)C=O (DMF). Solvent: O (Water). Product: FC=1C=C(CNC(CC2N(CCCC2)CCC=2C(N(C=CC2)CC2CC2)=O)=O)C=CC1 (N1-(3-Fluorobenzyl)-2-[1-[2-[1-(cyclopropylmethyl)-2-oxo-1,2-dihydro-3-pyridinyl]ethyl]-2-piperidyl]acetamide). RXN SMILES: [F:1][C:2]1[CH:3]=[C:4]([CH:25]=[CH:26][CH:27]=1)[CH2:5][NH:6][C:7](=[O:24])[CH2:8][CH:9]1[CH2:14][CH2:13][CH2:12][CH2:11][N:10]1[CH2:15][CH2:16][C:17]1[C:18](=[O:23])[NH:19][CH:20]=[CH:21][CH:22]=1.[CH:28]1([CH2:31]Cl)[CH2:30][CH2:29]1.C(=O)([O-])[O-].[K+].[K+].CN(C=O)C>O>[F:1][C:2]1[CH:3]=[C:4]([CH:25]=[CH:26][CH:27]=1)[CH2:5][NH:6][C:7](=[O:24])[CH2:8][CH:9]1[CH2:14][CH2:13][CH2:12][CH2:11][N:10]1[CH2:15][CH2:16][C:17]1[C:18](=[O:23])[N:19]([CH2:31][CH:28]2[CH2:30][CH2:29]2)[CH:20]=[CH:21][CH:22]=1 |f:2.3.4|. Reported procedure: 230 mg of N1-(3-fluorobenzyl)-2-[1-[2-(2-oxo-1,2-dihydro-3-pyridinyl)ethyl]-2-piperidyl]acetamide obtained in Example 198, 0.08 ml of cyclopropylmethyl chloride, 450 mg of potassium carbonate and 5 ml of DMF were stirred at 60° C. for 1 hour. Water was added thereto, and the mixture was extracted with ethyl acetate. The extract was dried over sodium sulfate. The drying agent was filtered off, and the solvent was evaporated. The residue was purified by NH-silica gel column chromatography (hexane:... Starting materials: CC(C)OC=1C=CC2=C(C1)OC=C(C2=O)C=3C=CC=CC3 (Ipriflavon), C([C@@H]1[C@@H]2[C@@H]([C@H]([C@H](O1)O[C@@H]3[C@H](O[C@@H]([C@@H]([C@H]3O)O)O[C@@H]4[C@H](O[C@@H]([C@@H]([C@H]4O)O)O[C@@H]5[C@H](OC([C@@H]([C@H]5O)O)OC6[C@H](OC([C@@H]([C@H]6O)O)C7[C@H](OC([C@@H]([C@H]7O)O)O[C@@H]8[C@H](O[C@@H]([C@@H]([C@H]8O)O)O[C@@H]9[C@H](O[C@H](O2)[C@@H]([C@H]9O)O)CO)CO)CO)CO)CO)CO)CO)O)O)O (γ-cyclodextrin), O (water). Solvent: CC(=O)C (acetone). Yields the product CC(C)OC=1C=CC2=C(C1)OC=C(C2=O)C=3C=CC=CC3.C([C@@H]1[C@@H]2[C@@H]([C@H]([C@H](O1)O[C@@H]3[C@H](O[C@@H]([C@@H]([C@H]3O)O)O[C@@H]4[C@H](O[C@@H]([C@@H]([C@H]4O)O)O[C@@H]5[C@H](OC([C@@H]([C@H]5O)O)OC6[C@H](OC([C@@H]([C@H]6O)O)C7[C@H](OC([C@@H]([C@H]7O)O)O[C@@H]8[C@H](O[C@@H]([C@@H]([C@H]8O)O)O[C@@H]9[C@H](O[C@H](O2)[C@@H]([C@H]9O)O)CO)CO)CO)CO)CO)CO)CO)O)O)O (Ipriflavon γ-cyclodextrin). As a reaction SMILES: [CH3:1][CH:2]([O:4][C:5]1[CH:6]=[CH:7][C:8]2[C:14](=[O:15])[C:13]([C:16]3[CH:17]=[CH:18][CH:19]=[CH:20][CH:21]=3)=[CH:12][O:11][C:9]=2[CH:10]=1)[CH3:3].[CH2:22]([OH:108])[C@H:23]1[O:28][C@@H:27]2[O:29][C@H:30]3[C@H:35]([OH:36])[C@@H:34]([OH:37])[C@@H:33]([O:38][C@H:39]4[C@H:44]([OH:45])[C@@H:43]([OH:46])[C@@H:42]([O:47][C@H:48]5[C@H:53]([OH:54])[C@@H:52]([OH:55])[CH:51]([O:56][CH:57]6[C@H:62]([OH:63])[C@@H:61]([OH:64])[CH:60]([CH:65]7[C@H:70]([OH:71])[C@@H:69]([OH:72])[CH:68]([O:73][C@H:74]8[C@H:79]([OH:80])[C@@H:78]([OH:81])[C@@H:77]([O:82][C@H:83]9[C@H:89]([OH:90])[C@@H:88]([OH:91])[C@@H:86]([O:87][C@H:24]1[C@H:25]([OH:107])[C@H:26]2[OH:106])[O:85][C@@H:84]9[CH2:92][OH:93])[O:76][C@@H:75]8[CH2:94][OH:95])[O:67][C@@H:66]7[CH2:96][OH:97])[O:59][C@@H:58]6[CH2:98][OH:99])[O:50][C@@H:49]5[CH2:100][OH:101])[O:41][C@@H:40]4[CH2:102][OH:103])[O:32][C@@H:31]3[CH2:104][OH:105].O>CC(C)=O>[CH3:3][CH:2]([O:4][C:5]1[CH:6]=[CH:7][C:8]2[C:14](=[O:15])[C:13]([C:16]3[CH:21]=[CH:20][CH:19]=[CH:18][CH:17]=3)=[CH:12][O:11][C:9]=2[CH:10]=1)[CH3:1].[CH2:22]([OH:108])[C@H:23]1[O:28][C@@H:27]2[O:29][C@H:30]3[C@H:35]([OH:36])[C@@H:34]([OH:37])[C@@H:33]([O:38][C@H:39]4[C@H:44]([OH:45])[C@@H:43]([OH:46])[C@@H:42]([O:47][C@H:48]5[C@H:53]([OH:54])[C@@H:52]([OH:55])[CH:51]([O:56][CH:57]6[C@H:62]([OH:63])[C@@H:61]([OH:64])[CH:60]([CH:65]7[C@H:70]([OH:71])[C@@H:69]([OH:72])[CH:68]([O:73][C@H:74]8[C@H:79]([OH:80])[C@@H:78]([OH:81])[C@@H:77]([O:82][C@H:83]9[C@H:89]([OH:90])[C@@H:88]([OH:91])[C@@H:86]([O:87][C@H:24]1[C@H:25]([OH:107])[C@H:26]2[OH:106])[O:85][C@@H:84]9[CH2:92][OH:93])[O:76][C@@H:75]8[CH2:94][OH:95])[O:67][C@@H:66]7[CH2:96][OH:97])[O:59][C@@H:58]6[CH2:98][OH:99])[O:50][C@@H:49]5[CH2:100][OH:101])[O:41][C@@H:40]4[CH2:102][OH:103])[O:32][C@@H:31]3[CH2:104][OH:105] |f:4.5|. Procedure: 0.5 g (1.78 mmoles) of Ipriflavon were dissolved in 10 ml of acetone in pulg mortar and 4.0 g (3.70 mmoles) of γ-cyclodextrin of 10% by weight moisture content and 2 ml of distilled water were added. The light suspension thus obtained was homogenized with a standing rubbing until the solvent was evaporated. Thereafter the product thus obtained was dried for 24 hours at 60° C. It contains 11.1% of active ingredient and also free γ-cyclodextrin. Molar ratio of Ipriflavon to α-cyclodextrin=1:2.1. Reactants: C1CCOC1, CCOC(=O)N=NC(=O)OCC, O=C1NC(=O)c2ccccc21, c1ccc(P(c2ccccc2)c2ccccc2)cc1, OCCCc1ccncc1. Yields the product O=C1c2ccccc2C(=O)N1CCCc1ccncc1. RXN SMILES: [CH2:53]1[O:54][CH2:55][CH2:56][CH2:57]1.[O:1]=[C:2]([O:3][CH2:4][CH3:5])[N:6]=[N:7][C:8]([O:9][CH2:10][CH3:11])=[O:12].[O:42]=[C:43]1[NH:44][C:45](=[O:46])[c:47]2[cH:48][cH:49][cH:50][cH:51][c:52]21.[c:23]1([P:24]([c:25]2[cH:26][cH:27][cH:28][cH:29][cH:30]2)[c:31]2[cH:32][cH:33][cH:34][cH:35][cH:36]2)[cH:37][cH:38][cH:39][cH:40][cH:41]1.[n:13]1[cH:14][cH:15][c:16]([CH2:19][CH2:20][CH2:21][OH:22])[cH:17][cH:18]1>>[n:13]1[cH:14][cH:15][c:16]([CH2:19][CH2:20][CH2:21][N:44]2[C:43](=[O:42])[c:52]3[c:47]([cH:48][cH:49][cH:50][cH:51]3)[C:45]2=[O:46])[cH:17][cH:18]1. Starting materials: COc1nnc(C2CCC(C)CC2)cc1C, CCCCC, COc1nnc(C2CCCCC2)c(C)c1C, c1ccc(-c2cccnn2)cc1. Yields the product COc1nnc(C2CCCCC2)cc1C. RXN SMILES: [CH3:1][O:2][c:3]1[n:4][n:5][c:6]([CH:10]2[CH2:11][CH2:12][CH:13]([CH3:16])[CH2:14][CH2:15]2)[cH:7][c:8]1[CH3:9].[CH3:45][CH2:46][CH2:47][CH2:48][CH3:49].[CH:17]1([c:18]2[n:19][n:20][c:21]([O:22][CH3:23])[c:24]([CH3:25])[c:26]2[CH3:27])[CH2:28][CH2:29][CH2:30][CH2:31][CH2:32]1.[c:33]1(-[c:34]2[n:35][n:36][cH:37][cH:38][cH:39]2)[cH:40][cH:41][cH:42][cH:43][cH:44]1>>[CH3:1][O:2][c:3]1[n:4][n:5][c:6]([CH:10]2[CH2:11][CH2:12][CH2:13][CH2:14][CH2:15]2)[cH:7][c:8]1[CH3:9]. Reactants: Clc1ncccc1Br, CC1CN(c2nc3cc(C(F)(F)F)cc(-c4cc(F)c(F)c(F)c4)c3[nH]2)CCN1. The product is CC1CN(c2nc3cc(C(F)(F)F)cc(-c4cc(F)c(F)c(F)c4)c3[nH]2)CCN1c1ncccc1Br. Reaction SMILES: [Br:30][c:31]1[c:32]([Cl:37])[n:33][cH:34][cH:35][cH:36]1.[CH3:1][CH:2]1[CH2:3][N:4]([c:8]2[n:9][c:10]3[c:11]([nH:12]2)[c:13](-[c:21]2[cH:22][c:23]([F:29])[c:24]([F:28])[c:25]([F:27])[cH:26]2)[cH:14][c:15]([C:17]([F:18])([F:19])[F:20])[cH:16]3)[CH2:5][CH2:6][NH:7]1>>[CH3:1][CH:2]1[CH2:3][N:4]([c:8]2[n:9][c:10]3[c:11]([nH:12]2)[c:13](-[c:21]2[cH:22][c:23]([F:29])[c:24]([F:28])[c:25]([F:27])[cH:26]2)[cH:14][c:15]([C:17]([F:18])([F:19])[F:20])[cH:16]3)[CH2:5][CH2:6][N:7]1[c:32]1[c:31]([Br:30])[cH:36][cH:35][cH:34][n:33]1.